From a dataset of the Open Reaction Database (ORD), a public repository of structured organic reaction records. describe an organic reaction: reactants, conditions, products, and yield Starting materials: ClC1=NC(=CC(=N1)C1=CC(=C(C=C1)C(F)(F)F)OCC)C(F)(F)F (2-chloro-4-(3-ethoxy-4-trifluoromethyl-phenyl)-6-trifluoromethyl-pyrimidine), BrC=1N=CNC1 (4-bromo-imidazole). Product: BrC=1N=CN(C1)C1=NC(=CC(=N1)C1=CC(=C(C=C1)C(F)(F)F)OCC)C(F)(F)F (2-(4-Bromo-imidazol-1-yl)-4-(3-ethoxy-4-trifluoromethyl-phenyl)-6-trifluoromethyl-pyrimidine), solid. The yield is 72.0%. RXN SMILES: Cl[C:2]1[N:7]=[C:6]([C:8]2[CH:13]=[CH:12][C:11]([C:14]([F:17])([F:16])[F:15])=[C:10]([O:18][CH2:19][CH3:20])[CH:9]=2)[CH:5]=[C:4]([C:21]([F:24])([F:23])[F:22])[N:3]=1.[Br:25][C:26]1[N:27]=[CH:28][NH:29][CH:30]=1>>[Br:25][C:26]1[N:27]=[CH:28][N:29]([C:2]2[N:7]=[C:6]([C:8]3[CH:13]=[CH:12][C:11]([C:14]([F:17])([F:16])[F:15])=[C:10]([O:18][CH2:19][CH3:20])[CH:9]=3)[CH:5]=[C:4]([C:21]([F:24])([F:23])[F:22])[N:3]=2)[CH:30]=1. Reported procedure: The title compound was prepared from 2-chloro-4-(3-ethoxy-4-trifluoromethyl-phenyl)-6-trifluoromethyl-pyrimidine (example A.10) (0.5 g, 1.35 mmol) and commercially available 4-bromo-imidazole (0.30 g, 2.02 mmol) according to the general procedure IVa. Obtained as a white solid (0.47 g, 72%). MS (ISP) 483.0 [(M+H)+]; mp 147.5° C. Starting materials: OC1(C=CC(C1)O)CCCCOC1=CC=CC=C1 (3,5-dihydroxy-3-(4-phenoxybutyl)cyclopentene), [Cr](=O)(=O)([O-])O[Cr](=O)(=O)[O-].[NH+]1=CC=CC=C1.[NH+]1=CC=CC=C1 (pyridinium dichromate). Solvent: ClCCl (dichloromethane), CCOCC (ether). Reaction conditions: time 2 hour. Yields the product OC1(C=CC(C1)=O)CCCCOC1=CC=CC=C1 (4-hydroxy-4-(4-phenoxybutyl)-2-cyclopentenone). Isolated yield 70.5%. Reaction SMILES: [OH:1][C:2]1([CH2:8][CH2:9][CH2:10][CH2:11][O:12][C:13]2[CH:18]=[CH:17][CH:16]=[CH:15][CH:14]=2)[CH2:6][CH:5]([OH:7])[CH:4]=[CH:3]1.[Cr](O[Cr]([O-])(=O)=O)([O-])(=O)=O.[NH+]1C=CC=CC=1.[NH+]1C=CC=CC=1>ClCCl.CCOCC>[OH:1][C:2]1([CH2:8][CH2:9][CH2:10][CH2:11][O:12][C:13]2[CH:14]=[CH:15][CH:16]=[CH:17][CH:18]=2)[CH2:6][C:5](=[O:7])[CH:4]=[CH:3]1 |f:1.2.3|. Procedure: 1.9 g (7.6 mmoles) of 3,5-dihydroxy-3-(4-phenoxybutyl)cyclopentene was dissolved in 15 ml of dichloromethane, and at 0° C. 5.7 g (15 mmoles) of pyridinium dichromate was added. The mixture was stirred at room temperature for 2 hours. The reaction mixture was diluted with 200 ml of ether, and filtered through Celite. After concentration, 1.32 g (71%) of 4-hydroxy-4-(4-phenoxybutyl)-2-cyclopentenone was obtained. Reactants: O=Cc1ccc(O)c(Br)c1, O=C([O-])[O-], C=CCBr, CC(C)=O, [K+], [K+]. Product: C=CCOc1ccc(C=O)cc1Br. Reaction SMILES: [Br:1][c:2]1[cH:3][c:4]([CH:5]=[O:6])[cH:7][cH:8][c:9]1[OH:10].[C:15](=[O:16])([O-:17])[O-:18].[CH2:11]([CH:12]=[CH2:13])[Br:14].[CH3:21][C:22](=[O:23])[CH3:24].[K+:19].[K+:20]>>[Br:1][c:2]1[cH:3][c:4]([CH:5]=[O:6])[cH:7][cH:8][c:9]1[O:10][CH2:13][CH:12]=[CH2:11]. Reactants: C(C)OC(=O)C=1C=CN2CCCCC12 (5,6,7,8-tetrahydro-indolizine-1-carboxylic acid ethyl ester), 2b, ClC(C(=O)Cl)(Cl)Cl (trichloro-acetyl chloride). The solvent is ClCCl (dichloromethane). Conditions: time 3 day. The product is C(C)OC(=O)C=1C=C(N2CCCCC12)C(C(Cl)(Cl)Cl)=O (3-(2,2,2-trichloro-acetyl)-5,6,7,8-tetrahydro-indolizine-1-carboxylic acid ethyl ester). As a reaction SMILES: [CH2:1]([O:3][C:4]([C:6]1[CH:7]=[CH:8][N:9]2[C:14]=1[CH2:13][CH2:12][CH2:11][CH2:10]2)=[O:5])[CH3:2].[Cl:15][C:16]([Cl:21])([Cl:20])[C:17](Cl)=[O:18]>ClCCl>[CH2:1]([O:3][C:4]([C:6]1[CH:7]=[C:8]([C:17](=[O:18])[C:16]([Cl:21])([Cl:20])[Cl:15])[N:9]2[C:14]=1[CH2:13][CH2:12][CH2:11][CH2:10]2)=[O:5])[CH3:2]. Reported procedure: To a solution of 5,6,7,8-tetrahydro-indolizine-1-carboxylic acid ethyl ester (Comp. No. 2b) (2 g, 10.3 mmol) in anhydrous dichloromethane (5 ml) was added trichloro-acetyl chloride (4.7 g, 25.9 mmol). The resulting mixture was stirred at room temperature for 3 days, and then evaporated to dryness. The crude product was purified by silica gel chromatography (eluting with 5 to 50% ethyl acetate in heptane) to give 2.74 g of 3-(2,2,2-trichloro-acetyl)-5,6,7,8-tetrahydro-indolizine-1-carboxylic acid... Yields the product FC1=CC=C(NC(C#N)C2=CC=C(C=C2)S(N)(=O)=O)C=C1 (α-(4-Fluoroanilino)-α-(4-sulfamoylphenyl)acetonitrile), powder. Reported procedure: Following a procedure similar to that described in Example 1(ii), but using 4-fluoro-N-(4-sulfamoylbenzylidene)aniline [prepared as described in step (i) above] and trimethylsilyl cyanide as starting materials, the title compound was obtained as a slightly yellow powder (yield 83%). Isolated yield 83.0%. Starting materials: FC1=CC=C(N=CC2=CC=C(C=C2)S(N)(=O)=O)C=C1 (4-fluoro-N-(4-sulfamoylbenzylidene)aniline), C[Si](C)(C)C#N (trimethylsilyl cyanide). RXN SMILES: [F:1][C:2]1[CH:19]=[CH:18][C:5]([N:6]=[CH:7][C:8]2[CH:13]=[CH:12][C:11]([S:14](=[O:17])(=[O:16])[NH2:15])=[CH:10][CH:9]=2)=[CH:4][CH:3]=1.C[Si]([C:24]#[N:25])(C)C>>[F:1][C:2]1[CH:19]=[CH:18][C:5]([NH:6][CH:7]([C:8]2[CH:13]=[CH:12][C:11]([S:14](=[O:17])(=[O:16])[NH2:15])=[CH:10][CH:9]=2)[C:24]#[N:25])=[CH:4][CH:3]=1. The reactants are CC1=C(C=C(C=C1)C(NC1=CC(=CC=C1)C(F)(F)F)=O)NC(=O)C1=CSC2=C1N=CN=C2S(=O)C (N-(2-methyl-5-(3-(trifluoromethyl)phenylcarbamoyl)phenyl)-4-(methylsulfinyl)thieno[3,2-d]pyrimidine-7-carboxamide), O1CCN(CC1)CCN (2-morpholino ethaneamine). The product is CC1=C(C=C(C=C1)C(NC1=CC(=CC=C1)C(F)(F)F)=O)NC(=O)C1=CSC2=C1N=CN=C2NCCN2CCOCC2 (N-(2-Methyl-5-(3-(trifluoromethyl)phenylcarbamoyl)phenyl)-4-(2-morpholinoethylamino)thieno[3,2-d]pyrimidine-7-carboxamide). Reaction SMILES: [CH3:1][C:2]1[CH:7]=[CH:6][C:5]([C:8](=[O:20])[NH:9][C:10]2[CH:15]=[CH:14][CH:13]=[C:12]([C:16]([F:19])([F:18])[F:17])[CH:11]=2)=[CH:4][C:3]=1[NH:21][C:22]([C:24]1[C:28]2[N:29]=[CH:30][N:31]=[C:32](S(C)=O)[C:27]=2[S:26][CH:25]=1)=[O:23].[O:36]1[CH2:41][CH2:40][N:39]([CH2:42][CH2:43][NH2:44])[CH2:38][CH2:37]1>>[CH3:1][C:2]1[CH:7]=[CH:6][C:5]([C:8](=[O:20])[NH:9][C:10]2[CH:15]=[CH:14][CH:13]=[C:12]([C:16]([F:19])([F:18])[F:17])[CH:11]=2)=[CH:4][C:3]=1[NH:21][C:22]([C:24]1[C:28]2[N:29]=[CH:30][N:31]=[C:32]([NH:44][CH2:43][CH2:42][N:39]3[CH2:40][CH2:41][O:36][CH2:37][CH2:38]3)[C:27]=2[S:26][CH:25]=1)=[O:23]. Procedure details: The procedure of Step 3 of Example 13 was repeated except for using the compound obtained in Step 2 of Example 13 and 2-morpholino ethaneamine to obtain the title compound (see Table 1). Starting materials: CC(=O)O[BH-](OC(C)=O)OC(C)=O, CN(C)C1(c2ccccc2)CCC(=O)CC1, CC(=O)O, ClCCCl, Nc1ccc2ncsc2c1, [Na+]. Product: CN(C)C1(c2ccccc2)CCC(Nc2ccc3ncsc3c2)CC1. RXN SMILES: [C:31]([O:32][BH-:33]([O:34][C:35](=[O:36])[CH3:37])[O:38][C:39](=[O:40])[CH3:41])(=[O:42])[CH3:43].[CH3:11][N:12]([C:13]1([c:20]2[cH:21][cH:22][cH:23][cH:24][cH:25]2)[CH2:14][CH2:15][C:16](=[O:19])[CH2:17][CH2:18]1)[CH3:26].[CH3:27][C:28](=[O:29])[OH:30].[Cl:45][CH2:46][CH2:47][Cl:48].[NH2:1][c:2]1[cH:3][c:4]2[c:5]([n:6][cH:7][s:8]2)[cH:9][cH:10]1.[Na+:44]>>[NH:1]([c:2]1[cH:3][c:4]2[c:5]([n:6][cH:7][s:8]2)[cH:9][cH:10]1)[CH:16]1[CH2:15][CH2:14][C:13]([N:12]([CH3:11])[CH3:26])([c:20]2[cH:21][cH:22][cH:23][cH:24][cH:25]2)[CH2:18][CH2:17]1. Reactants: BrC1(C(C1)C=1C(=NN(C1)C1=C(C=C(C=C1Cl)C(F)(F)F)Cl)C(C(F)(F)F)O)Br (4-(2,2-Dibromocyclopropyl)-1-(2,6-dichloro-4-trifluoromethylphenyl)-3-(1-hydroxy-2,2,2-trifluoroethyl)pyrazole), C[N+]1(CCOCC1)[O-] (4-methylmorpholine N-oxide). Reagents/catalysts: [Ru](=O)(=O)(=O)[O-].C(CC)[N+](CCC)(CCC)CCC (Tetra-n-propylammonium perruthenate). Solvent: C(C)#N (acetonitrile). Conditions: time 24 hour. Product: BrC1(C(C1)C=1C(=NN(C1)C1=C(C=C(C=C1Cl)C(F)(F)F)Cl)C(C(F)(F)F)=O)Br (4-(2,2-Dibromocyclopropyl)-1-(2,6-dichloro-4-trifluoromethylphenyl)-3-trifluoroacetylpyrazole). Reaction SMILES: [Br:1][C:2]1([Br:28])[CH2:4][CH:3]1[C:5]1[C:6]([CH:22]([OH:27])[C:23]([F:26])([F:25])[F:24])=[N:7][N:8]([C:10]2[C:15]([Cl:16])=[CH:14][C:13]([C:17]([F:20])([F:19])[F:18])=[CH:12][C:11]=2[Cl:21])[CH:9]=1.C[N+]1([O-])CCOCC1>C(#N)C.[Ru]([O-])(=O)(=O)=O.C([N+](CCC)(CCC)CCC)CC>[Br:28][C:2]1([Br:1])[CH2:4][CH:3]1[C:5]1[C:6]([C:22](=[O:27])[C:23]([F:24])([F:26])[F:25])=[N:7][N:8]([C:10]2[C:15]([Cl:16])=[CH:14][C:13]([C:17]([F:20])([F:18])[F:19])=[CH:12][C:11]=2[Cl:21])[CH:9]=1 |f:3.4|. Reported procedure: Tetra-n-propylammonium perruthenate (50 mg) was added to a stirred solution of the title compound of Example 2 (0.15 g) and 4-methylmorpholine N-oxide (50 mg) in acetonitrile (5 ml) containing powdered 4 Å molecular sieves. The reaction mixture was stirred at room temperature for 24 hours and then evaporated under reduced pressure. Purification of the residue by column chromatography on silica gel, using dichloromethane as eluant, followed by chromatographic reprocessing, using hexane and then a...